Dataset: the Open Reaction Database (ORD), a public repository of structured organic reaction records. Task: describe an organic reaction: reactants, conditions, products, and yield Reactants: CCOC(C)=O, ClCCl, CC(O)C(=N)NS(=O)(=O)c1cccc(C(=O)C(C(=O)c2cc(F)cc(F)c2)=C2Nc3ccccc3N2)c1. The product is CC(=O)C(=N)NS(=O)(=O)c1cccc(C(=O)C(C(=O)c2cc(F)cc(F)c2)=C2Nc3ccccc3N2)c1. RXN SMILES: [CH3:41][CH2:42][O:43][C:44](=[O:45])[CH3:46].[Cl:1][CH2:2][Cl:3].[F:4][c:5]1[cH:6][c:7]([C:12]([C:13]([C:14](=[O:15])[c:16]2[cH:17][c:18]([S:22](=[O:23])(=[O:24])[NH:25][C:26]([CH:27]([CH3:28])[OH:29])=[NH:30])[cH:19][cH:20][cH:21]2)=[C:31]2[NH:32][c:33]3[c:34]([cH:36][cH:37][cH:38][cH:39]3)[NH:35]2)=[O:40])[cH:8][c:9]([F:11])[cH:10]1>>[F:4][c:5]1[cH:6][c:7]([C:12]([C:13]([C:14](=[O:15])[c:16]2[cH:17][c:18]([S:22](=[O:23])(=[O:24])[NH:25][C:26]([C:27]([CH3:28])=[O:29])=[NH:30])[cH:19][cH:20][cH:21]2)=[C:31]2[NH:32][c:33]3[c:34]([cH:36][cH:37][cH:38][cH:39]3)[NH:35]2)=[O:40])[cH:8][c:9]([F:11])[cH:10]1. Reactants: ClCCl, CN(C)C=O, C[Si](C)(C)N[Si](C)(C)C, CO, CS(=O)(=O)c1ccc(C(CC2CCCC2)C(=O)O)cc1[N+](=O)[O-], O=C(Cl)C(=O)Cl. Product: CS(=O)(=O)c1ccc(C(CC2CCCC2)C(N)=O)cc1[N+](=O)[O-]. As a reaction SMILES: [CH2:44]([Cl:45])[Cl:46].[CH3:24][N:25]([CH3:26])[CH:27]=[O:28].[CH3:35][Si:36]([CH3:37])([CH3:38])[NH:39][Si:40]([CH3:41])([CH3:42])[CH3:43].[CH3:47][OH:48].[CH:1]1([CH2:6][CH:7]([C:8](=[O:9])[OH:10])[c:11]2[cH:12][c:13]([N+:21](=[O:22])[O-:23])[c:14]([S:17](=[O:18])(=[O:19])[CH3:20])[cH:15][cH:16]2)[CH2:2][CH2:3][CH2:4][CH2:5]1.[Cl:29][C:30]([C:31]([Cl:32])=[O:33])=[O:34]>>[CH:1]1([CH2:6][CH:7]([C:8](=[O:9])[NH2:25])[c:11]2[cH:12][c:13]([N+:21](=[O:22])[O-:23])[c:14]([S:17](=[O:18])(=[O:19])[CH3:20])[cH:15][cH:16]2)[CH2:2][CH2:3][CH2:4][CH2:5]1. The reactants are C(C)(C)(C)OC(COC1=C(C=C(C=C1)C#N)C#C)=O (tert-butyl(4-cyano-2-ethynylphenoxy)acetate), BrC1=C(C=CC(=C1)S(=O)(=O)CCC1=CC=CC=C1)C (2-bromo-1-methyl-4-[(2-phenylethyl)sulfonyl]benzene), C(C)(C)(C)OC(COC1=C(C=C(C=C1)C#N)C#C)=O (tert-butyl(4-cyano-2-ethynylphenoxy)acetate), BrC1=C(C=CC(=C1)S(=O)(=O)CCC1=CC=CC=C1)C (2-bromo-1-methyl-4-[(2-phenylethyl)sulfonyl]benzene). The product is C(#N)C1=CC(=C(OCC(=O)O)C=C1)C#CC1=C(C=CC(=C1)S(=O)(=O)CCC1=CC=CC=C1)C ([4-cyano-2-({2-methyl-5-[(2-phenylethyl)sulfonyl]phenyl}ethynyl)phenoxy]acetic acid). Reaction SMILES: C([O:5][C:6](=[O:19])[CH2:7][O:8][C:9]1[CH:14]=[CH:13][C:12]([C:15]#[N:16])=[CH:11][C:10]=1[C:17]#[CH:18])(C)(C)C.Br[C:21]1[CH:26]=[C:25]([S:27]([CH2:30][CH2:31][C:32]2[CH:37]=[CH:36][CH:35]=[CH:34][CH:33]=2)(=[O:29])=[O:28])[CH:24]=[CH:23][C:22]=1[CH3:38]>>[C:15]([C:12]1[CH:13]=[CH:14][C:9]([O:8][CH2:7][C:6]([OH:5])=[O:19])=[C:10]([C:17]#[C:18][C:23]2[CH:24]=[C:25]([S:27]([CH2:30][CH2:31][C:32]3[CH:33]=[CH:34][CH:35]=[CH:36][CH:37]=3)(=[O:29])=[O:28])[CH:26]=[CH:21][C:22]=2[CH3:38])[CH:11]=1)#[N:16]. Procedure details: Following the general method as outlined in Example 37, starting from tert-butyl(4-cyano-2-ethynyl phenoxy)acetate (Intermediate 46) and 2-bromo-1-methyl-4-[(2-phenylethyl)sulfonyl]benzene (Intermediate 70), the title compound was obtained as a yellow solid.